Task: describe an organic reaction: reactants, conditions, products, and yield. Dataset: the Open Reaction Database (ORD), a public repository of structured organic reaction records The reactants are O=C(c1cccc(OCc2ccccc2)c1)N1CCCCC1c1nc(-c2ccccc2)c(-c2ccccc2)o1, CCOC(C)=O. Yields the product O=C(c1cccc(O)c1)N1CCCCC1c1nc(-c2ccccc2)c(-c2ccccc2)o1. RXN SMILES: [CH2:1]([c:2]1[cH:3][cH:4][cH:5][cH:6][cH:7]1)[O:8][c:9]1[cH:10][c:11]([C:12](=[O:13])[N:14]2[CH:15]([c:20]3[o:21][c:22](-[c:31]4[cH:32][cH:33][cH:34][cH:35][cH:36]4)[c:23](-[c:25]4[cH:26][cH:27][cH:28][cH:29][cH:30]4)[n:24]3)[CH2:16][CH2:17][CH2:18][CH2:19]2)[cH:37][cH:38][cH:39]1.[CH3:40][CH2:41][O:42][C:43](=[O:44])[CH3:45]>>[OH:8][c:9]1[cH:10][c:11]([C:12](=[O:13])[N:14]2[CH:15]([c:20]3[o:21][c:22](-[c:31]4[cH:32][cH:33][cH:34][cH:35][cH:36]4)[c:23](-[c:25]4[cH:26][cH:27][cH:28][cH:29][cH:30]4)[n:24]3)[CH2:16][CH2:17][CH2:18][CH2:19]2)[cH:37][cH:38][cH:39]1. Reported procedure: {6-[5-(3-Trifluoromethoxy-phenyl)-pent-4-ynoylamino]-indol-1-yl}-acetic acid ethyl ester (50 mg, 0.11 mmol) was added to a suspension of sodium hydride (9 mg, 0.22 mmol) in tetrahydrofuran (1.5 ml) at 0° C. The mixture was stirred for 30 min at 0° C., methyl iodide (30 μl, 0.44 mmol) was added and stirring was continued for 14 h at ambient temperature. The suspension was cooled to 0° C., sodium hydride (13 mg, 0.33 mmol) and methyl iodide (45 μl, 0.66 mmol) were added and the mixture was stirred... Conditions: temperature 0 celsius, time 30 minute. Reaction SMILES: C([O:3][C:4](=[O:33])[CH2:5][N:6]1[C:14]2[C:9](=[CH:10][CH:11]=[C:12]([NH:15][C:16](=[O:32])[CH2:17][CH2:18][C:19]#[C:20][C:21]3[CH:26]=[CH:25][CH:24]=[C:23]([O:27][C:28]([F:31])([F:30])[F:29])[CH:22]=3)[CH:13]=2)[CH:8]=[CH:7]1)C.[H-].[Na+].CI.[C:38](OCC)(=O)C>O1CCCC1>[CH3:38][N:15]([C:16](=[O:32])[CH2:17][CH2:18][C:19]#[C:20][C:21]1[CH:26]=[CH:25][CH:24]=[C:23]([O:27][C:28]([F:30])([F:29])[F:31])[CH:22]=1)[C:12]1[CH:13]=[C:14]2[C:9]([CH:8]=[CH:7][N:6]2[CH2:5][C:4]([OH:3])=[O:33])=[CH:10][CH:11]=1 |f:1.2|. Isolated yield 82.0%. Product: CN(C1=CC=C2C=CN(C2=C1)CC(=O)O)C(CCC#CC1=CC(=CC=C1)OC(F)(F)F)=O ((6-{Methyl-[5-(3-trifluoromethoxy-phenyl)-pent-4-ynoyl]-amino}-indol-1-yl)-acetic acid). The reactants are C(C)OC(CN1C=CC2=CC=C(C=C12)NC(CCC#CC1=CC(=CC=C1)OC(F)(F)F)=O)=O ({6-[5-(3-Trifluoromethoxy-phenyl)-pent-4-ynoylamino]-indol-1-yl}-acetic acid ethyl ester), [H-].[Na+] (sodium hydride), [H-].[Na+] (sodium hydride), CI (methyl iodide), CI (methyl iodide), C(C)(=O)OCC (Ethyl acetate). Solvent: O1CCCC1 (tetrahydrofuran). The reactants are C1(=C(C=CC=C1)N)N (Orthophenylenediamine), C(\C=C/C(=O)OCC)(=O)OCC (diethyl maleate). Solvent: C(CC)O (propanol). The product is O=C1C(NC2=CC=CC=C2N1)CC(=O)OC (Methyl 2-(3-oxo-1,2,3,4-tetrahydroquinoxalin-2-yl)acetate). RXN SMILES: [C:1]1([NH2:8])[CH:6]=[CH:5][CH:4]=[CH:3][C:2]=1[NH2:7].[C:9](OCC)(=[O:17])/[CH:10]=[CH:11]\[C:12]([O:14][CH2:15]C)=[O:13]>C(O)CC>[O:17]=[C:9]1[NH:8][C:1]2[C:2](=[CH:3][CH:4]=[CH:5][CH:6]=2)[NH:7][CH:10]1[CH2:11][C:12]([O:14][CH3:15])=[O:13]. Procedure details: Orthophenylenediamine (10 g, 92.4 mmol) and diethyl maleate (45 g, 646.8 mmol) were refluxed for 75 h in propanol. The solvent was removed using a rotary evaporator and the residue was purified by column chromatography (ethyl acetate/hexane 1:1). Reactants: NC=1C(C2=CC=CC=C2C(C1Cl)=O)=O (2-amino-3-chloro-1,4-dihydro-1,4-dioxo-naphthalene), CC=1C=C(C(=O)Cl)C=CC1 (3-methylbenzoic acid chloride), CCOCC (ether), S(O)(O)(=O)=O (sulfuric acid). The solvent is O1CCOCC1 (dioxane). Reaction conditions: time 5 minute. Product: O=C1C=2C=CC=CC2C(C2=C1N=C(O2)C2=CC(=CC=C2)C)=O (4,9-dihydro-4,9-dioxo-2-(3-methylphenyl)-naphtho[2,3-d]oxazole). Yield: 43.2%. As a reaction SMILES: [NH2:1][C:2]1[C:3](=[O:14])[C:4]2[C:9]([C:10](=[O:13])[C:11]=1Cl)=[CH:8][CH:7]=[CH:6][CH:5]=2.[CH3:15][C:16]1[CH:17]=[C:18]([CH:22]=[CH:23][CH:24]=1)[C:19](Cl)=[O:20].S(=O)(=O)(O)O.CCOCC>O1CCOCC1>[O:14]=[C:3]1[C:2]2[N:1]=[C:19]([C:18]3[CH:22]=[CH:23][CH:24]=[C:16]([CH3:15])[CH:17]=3)[O:20][C:11]=2[C:10](=[O:13])[C:9]2[CH:8]=[CH:7][CH:6]=[CH:5][C:4]1=2. Procedure details: To a solution of 5 g (24 mmol) of 2-amino-3-chloro-1,4-dihydro-1,4-dioxo-naphthalene in 70 mL of dioxane, one adds, with protection from light, 32.00 mL (240 mmol) of 3-methylbenzoic acid chloride; after 5 min of stirring, 0.50 mL of concentrated sulfuric acid is added. After 45 min of reflux and complete cooling, 200 mL of ether are added, and the precipitate that forms is eliminated by filtration. The red filtrate is evaporated to dryness, redissolved in dichloromethane, washed several times w... The reactants are C(=O)([O-])[O-].[Ca+2] (CaCO3), C(=O)=O (CO2), [Ca] (calcium), [Mg] (magnesium), C(=O)=O (CO2), dolomite, [Mg] (magnesium), C(=O)([O-])[O-].[Ca+2] (CaCO3), dolomite, MgCO3. Solvent: O (water). Yields the product C(C)(=O)[O-].[Mg+2].[Ca+2].C(C)(=O)[O-].C(C)(=O)[O-].C(C)(=O)[O-] (calcium magnesium acetate). As a reaction SMILES: [Mg:1].[C:2](=[O:4])=[O:3].[C:5]([O-:8])([O-])=[O:6].[Ca+2:9].[Ca]>O>[C:2]([O-:4])(=[O:3])[CH3:5].[Mg+2:1].[Ca+2:9].[C:5]([O-:8])(=[O:6])[CH3:2].[C:2]([O-:4])(=[O:3])[CH3:5].[C:2]([O-:4])(=[O:3])[CH3:5] |f:2.3,6.7.8.9.10.11|. Procedure: A process for preparing magnesium-enriched calcium magnesium acetate which includes the steps of selectively calcining dolomite in the presence of water vapor at a temperature barely high enough to cause MgCO3 to destruct to MgO and CO2 but low enough so as not to substantially affect CaCO3, cooling the resultant calcined product in an atmosphere of humidified CO2 to cause any CaO that formed to be converted to CaCO3, reacting the resultant calcined dolomite (CaCO3.MgO) with an acid solution to ... Starting materials: CC(C)(C#N)c1ccc(B(O)O)cc1, CCCCO, Nc1ncc(Br)nc1-c1ccc2c(c1)CCNC2=O. The product is CC(C)(C#N)c1ccc(-c2cnc(N)c(-c3ccc4c(c3)CCNC4=O)n2)cc1. As a reaction SMILES: [C:1](#[N:2])[C:3]([CH3:4])([CH3:5])[c:6]1[cH:7][cH:8][c:9]([B:12]([OH:13])[OH:14])[cH:10][cH:11]1.[CH2:34]([OH:35])[CH2:36][CH2:37][CH3:38].[NH2:15][c:16]1[c:17](-[c:23]2[cH:24][c:25]3[c:30]([cH:31][cH:32]2)[C:29](=[O:33])[NH:28][CH2:27][CH2:26]3)[n:18][c:19]([Br:22])[cH:20][n:21]1>>[C:1](#[N:2])[C:3]([CH3:4])([CH3:5])[c:6]1[cH:7][cH:8][c:9](-[c:19]2[n:18][c:17](-[c:23]3[cH:24][c:25]4[c:30]([cH:31][cH:32]3)[C:29](=[O:33])[NH:28][CH2:27][CH2:26]4)[c:16]([NH2:15])[n:21][cH:20]2)[cH:10][cH:11]1. As a reaction SMILES: [C:1]1([P:7]([C:14]2[CH:19]=[CH:18][CH:17]=[CH:16][CH:15]=2)[C:8]2[CH:13]=[CH:12][CH:11]=[CH:10][CH:9]=2)[CH:6]=[CH:5][CH:4]=[CH:3][CH:2]=1.[Cl:20][C:21]1[CH:28]=[CH:27][C:24]([CH2:25][Br:26])=[CH:23][CH:22]=1>C1(C)C=CC=CC=1>[Br-:26].[Cl:20][C:21]1[CH:28]=[CH:27][C:24]([CH2:25][P+:7]([C:1]2[CH:2]=[CH:3][CH:4]=[CH:5][CH:6]=2)([C:8]2[CH:13]=[CH:12][CH:11]=[CH:10][CH:9]=2)[C:14]2[CH:15]=[CH:16][CH:17]=[CH:18][CH:19]=2)=[CH:23][CH:22]=1 |f:3.4|. Procedure details: A solution of 29.4 g of triphenylphosphine in 200 ml of toluene is treated dropwise with 20.5 g of 4-chlorobenzyl bromide. The mixture is heated to 65° C. for 3 hours and then to boiling for 2 hours. After cooling to room temperature the precipitate is removed by filtration, washed with toluene and dried in a vacuum. The 4-chlorobenzyl-tri-phenylphosphonium bromide obtained is suspended in 500 ml of diethyl ether. The suspension is treated with 9.5 g of potassium tert.butylate while gassing with... Run in C1(=CC=CC=C1)C (toluene). Run at temperature 65 celsius, time 2 hour. Reactants: C1(=CC=CC=C1)P(C1=CC=CC=C1)C1=CC=CC=C1 (triphenylphosphine), ClC1=CC=C(CBr)C=C1 (4-chlorobenzyl bromide). Product: [Br-].ClC1=CC=C(C[P+](C2=CC=CC=C2)(C2=CC=CC=C2)C2=CC=CC=C2)C=C1 (4-chlorobenzyl-tri-phenylphosphonium bromide).